This data is from the Open Reaction Database (ORD), a public repository of structured organic reaction records. The task is: describe an organic reaction: reactants, conditions, products, and yield Reactants: C(CCCCCCC\C=C/C[C@H](O)CCCCCC)(=O)OC (methyl ricinoleate), COC(C(CCCCCC\C=C/C[C@H](O)CCCCCC)C)=O (methyl ricinoleic acid methyl ester). Reagents/catalysts: CC(=O)[O-].CC(=O)[O-].[Pd+2] (Pd(OAc)2), [Br-].C(CCC)[N+](CCCC)(CCCC)CCCC (Aliquat 100). Reaction conditions: temperature 120 celsius. Yields the product COC(CCCCCCCCCCC(CCCCCC)=O)=O (12-oxostearate methyl ester). RXN SMILES: [C:1]([O:21][CH3:22])(=[O:20])[CH2:2][CH2:3][CH2:4][CH2:5][CH2:6][CH2:7][CH2:8]/[CH:9]=[CH:10]\[CH2:11][C@@H:12]([CH2:14][CH2:15][CH2:16][CH2:17][CH2:18][CH3:19])[OH:13].COC(=O)C(C)CCCCCC/C=C\C[C@@H](CCCCCC)O>[Br-].C([N+](CCCC)(CCCC)CCCC)CCC.CC([O-])=O.CC([O-])=O.[Pd+2]>[CH3:22][O:21][C:1](=[O:20])[CH2:2][CH2:3][CH2:4][CH2:5][CH2:6][CH2:7][CH2:8][CH2:9][CH2:10][CH2:11][C:12](=[O:13])[CH2:14][CH2:15][CH2:16][CH2:17][CH2:18][CH3:19] |f:2.3,4.5.6|. Reported procedure: 1.52 g Aliquat 100 (tetrabutyl ammonium bromide, TBAB) and 8.3 mg Pd(OAc)2 were placed in a 5 mL vial with crimp cap. This mixture was heated to 120° C. under vacuum for 2.5 hours. The vial was put under N2-atmosphere and 312 mg (1 mmol) methyl ricinoleate was added. This mixture was heated to 120° C. for 94 hours. The product was extracted from the TBAB with heptane. After concentration 172 mg was obtained. The reaction products were analyzed by GC (FIG. 11): 8 area % methyl ricinoleic acid met...